From a dataset of the Open Reaction Database (ORD), a public repository of structured organic reaction records. describe an organic reaction: reactants, conditions, products, and yield Reactants: C(C)(C)(C)O[C@H](C(=O)OCC)C1=C(C2=CC=C(C=C2C=C1C)Cl)OS(=O)(=O)C(F)(F)F ((S)-ethyl 2-tert-butoxy-2-(6-chloro-3-methyl-1-(trifluoromethylsulfonyloxy)naphthalen-2-yl)acetate), solution, [F-].C(CCC)[N+](CCCC)(CCCC)CCCC (tetrabutylammonium fluoride). The solvent is C1CCOC1 (THF), C1CCOC1 (THF). Conditions: time 45 minute. The product is C(C)(C)(C)O[C@H](C(=O)OCC)C1=C(C2=CC=C(C=C2C=C1C)Cl)O ((S)-ethyl 2-tert-butoxy-2-(6-chloro-1-hydroxy-3-methylnaphthalen-2-yl)acetate). RXN SMILES: [C:1]([O:5][C@@H:6]([C:12]1[C:21]([CH3:22])=[CH:20][C:19]2[C:14](=[CH:15][CH:16]=[C:17]([Cl:23])[CH:18]=2)[C:13]=1[O:24]S(C(F)(F)F)(=O)=O)[C:7]([O:9][CH2:10][CH3:11])=[O:8])([CH3:4])([CH3:3])[CH3:2].[F-].C([N+](CCCC)(CCCC)CCCC)CCC>C1COCC1>[C:1]([O:5][C@@H:6]([C:12]1[C:21]([CH3:22])=[CH:20][C:19]2[C:14](=[CH:15][CH:16]=[C:17]([Cl:23])[CH:18]=2)[C:13]=1[OH:24])[C:7]([O:9][CH2:10][CH3:11])=[O:8])([CH3:3])([CH3:2])[CH3:4] |f:1.2|. Reported procedure: To a solution of (S)-ethyl 2-tert-butoxy-2-(6-chloro-3-methyl-1-(trifluoromethylsulfonyloxy)naphthalen-2-yl)acetate (1.521 g, 3.15 mmol) in anhydrous THF (30 mL) at 0° C. was added a 1M solution of tetrabutylammonium fluoride in THF (6.30 mL. 6.30 mmol) to give a bright yellow solution. The reaction mixture was stirred for 45 minutes and quenched with saturated ammonium chloride solution and stirred for 5 minutes. The product was extracted with ethyl acetate/hexane (1:1, 2×). The combined organi... The reactants are C(C)NC(C(C1CCNCC1)C1=CC=CC=C1)=O (N-ethyl-2-phenyl-2-piperidin-4-yl-acetamide), FC1=C(C#N)C=C(C=C1)[N+](=O)[O-] (2-fluoro-5-nitro-benzonitrile), C(=O)([O-])[O-].[K+].[K+] (K2CO3), C(#N)C1=C(C=CC(=C1)[N+](=O)[O-])N1CCC(CC1)C(C(=O)NCC)C1=CC=CC=C1 (2-[1-(2-Cyano-4-nitro-phenyl)-piperidin-4-yl]-N-ethyl-2-phenyl-acetamide), EtOAc hexanes. The solvent is CN(C)C=O (DMF), O (H2O). Conditions: temperature 80 celsius. Product: C(#N)C=1C=C(C=CC1N1CCC(CC1)C(C1=CC=CC=C1)C(NCC)=O)NC(C(CC)CC)=O (N-{3-Cyano-4-[4-(ethylcarbamoyl-phenyl-methyl)-piperidin-1-yl]-phenyl}-2-ethyl-butyramide). Isolated yield 86.0%. RXN SMILES: [C:1]([C:3]1[CH:8]=[C:7]([N+:9]([O-])=O)[CH:6]=[CH:5][C:4]=1[N:12]1[CH2:17][CH2:16][CH:15]([CH:18]([C:24]2[CH:29]=[CH:28][CH:27]=[CH:26][CH:25]=2)[C:19]([NH:21][CH2:22][CH3:23])=[O:20])[CH2:14][CH2:13]1)#[N:2].C(N[C:33](=[O:47])[CH:34]([C:41]1C=CC=C[CH:42]=1)[CH:35]1CCNC[CH2:36]1)C.FC1C=CC([N+]([O-])=O)=CC=1C#N.C([O-])([O-])=O.[K+].[K+]>CN(C=O)C.O>[C:1]([C:3]1[CH:8]=[C:7]([NH:9][C:33](=[O:47])[CH:34]([CH2:41][CH3:42])[CH2:35][CH3:36])[CH:6]=[CH:5][C:4]=1[N:12]1[CH2:17][CH2:16][CH:15]([CH:18]([C:19](=[O:20])[NH:21][CH2:22][CH3:23])[C:24]2[CH:29]=[CH:28][CH:27]=[CH:26][CH:25]=2)[CH2:14][CH2:13]1)#[N:2] |f:3.4.5|. Procedure: 2-[1-(2-Cyano-4-nitro-phenyl)-piperidin-4-yl]-N-ethyl-2-phenyl-acetamide. To a solution of N-ethyl-2-phenyl-2-piperidin-4-yl-acetamide (500 mg, 2 mmol) and 2-fluoro-5-nitro-benzonitrile (337 mg, 2.03 mmol) in DMF was added K2CO3 (840 mg, 6.1 mmol). The solution was heated to 80° C. for 16 h. After cooling to rt, H2O and 3:1 EtOAc/hexanes were added. The organic portion was washed three times with H2O and once with brine, dried (Na2SO4) and concentrated to provide the title compound (yellow powde... RXN SMILES: [CH2:1]([O:3][C:4](=[O:15])[CH2:5][NH:6][C:7]1[CH:12]=[CH:11][CH:10]=[C:9]([C:13]#[N:14])[CH:8]=1)[CH3:2].[CH2:16]=O.[CH:18]([S:20]([C:23]1[CH:28]=[CH:27][CH:26]=[CH:25][C:24]=1[C:29]([F:32])([F:31])[F:30])(=[O:22])=[O:21])=[CH2:19]>>[CH2:1]([O:3][C:4]([CH:5]1[CH2:16][CH:18]([S:20]([C:23]2[CH:28]=[CH:27][CH:26]=[CH:25][C:24]=2[C:29]([F:30])([F:32])[F:31])(=[O:21])=[O:22])[CH2:19][N:6]1[C:7]1[CH:12]=[CH:11][CH:10]=[C:9]([C:13]#[N:14])[CH:8]=1)=[O:15])[CH3:2]. The reactants are C(C)OC(CNC1=CC(=CC=C1)C#N)=O ((3-cyano-phenylamino)-acetic acid ethyl ester), C=O (paraformaldehyde), C(=C)S(=O)(=O)C1=C(C=CC=C1)C(F)(F)F (1-ethenesulfonyl-2-trifluoromethyl-benzene). The product is C(C)OC(=O)C1N(CC(C1)S(=O)(=O)C1=C(C=CC=C1)C(F)(F)F)C1=CC(=CC=C1)C#N (1-(3-Cyano-phenyl)-4-(2-trifluoromethyl-benzenesulfonyl)-pyrrolidine-2-carboxylic Acid Ethyl Ester). Procedure: In analogy to the procedure described in example 343d, (3-cyano-phenylamino)-acetic acid ethyl ester (CAS Reg. No. 92316-76-2) was reacted with paraformaldehyde and 1-ethenesulfonyl-2-trifluoromethyl-benzene (example 243c) to give the title compound as brown oil. MS (ESI): m/z=453.1 [M+H]+. Reactants: BrC=1C=CC(=C(C1)C1=C(C=C2C(CC(N(C2=C1)CC)=O)(C)C)C)OC(F)(F)F (7-(5-Bromo-2-trifluoromethoxy-phenyl)-1-ethyl-4,4,6-trimethyl-3,4-dihydro-1H-quinolin-2-one), C(C#C)O (propargyl alcohol). The product is C(C)N1C(CC(C2=CC(=C(C=C12)C1=C(C=CC(=C1)C#CCO)OC(F)(F)F)C)(C)C)=O (1-Ethyl-7-[5-(3-hydroxy-prop-1-ynyl)-2-trifluoromethoxy-phenyl]-4,4,6-trimethyl-3,4-dihydro-1H-quinolin-2-one). Reaction SMILES: Br[C:2]1[CH:3]=[CH:4][C:5]([O:24][C:25]([F:28])([F:27])[F:26])=[C:6]([C:8]2[CH:17]=[C:16]3[C:11]([C:12]([CH3:22])([CH3:21])[CH2:13][C:14](=[O:20])[N:15]3[CH2:18][CH3:19])=[CH:10][C:9]=2[CH3:23])[CH:7]=1.[CH2:29]([OH:32])[C:30]#[CH:31]>>[CH2:18]([N:15]1[C:16]2[C:11](=[CH:10][C:9]([CH3:23])=[C:8]([C:6]3[CH:7]=[C:2]([C:31]#[C:30][CH2:29][OH:32])[CH:3]=[CH:4][C:5]=3[O:24][C:25]([F:27])([F:28])[F:26])[CH:17]=2)[C:12]([CH3:21])([CH3:22])[CH2:13][C:14]1=[O:20])[CH3:19]. Procedure details: Compound 57A was prepared from Compound 9B using a procedure similar to that described for Example 56A except that propargyl alcohol was used as the coupling partner. MS (electrospray): mass calculated for C24H24F3NO3, 431.45; m/z found 432.2, [M+H]+. Starting materials: CCCC[N+](CCCC)(CCCC)CCCC, CS(=O)(=O)C1NC(=O)C1NC(c1ccccc1)(c1ccccc1)c1ccccc1, CCOC(C)=O, [F-], CN(C)C=O. Yields the product O=C1NC(F)C1NC(c1ccccc1)(c1ccccc1)c1ccccc1. RXN SMILES: [CH2:31]([N+:32]([CH2:33][CH2:34][CH2:35][CH3:36])([CH2:37][CH2:38][CH2:39][CH3:40])[CH2:41][CH2:42][CH2:43][CH3:44])[CH2:45][CH2:46][CH3:47].[CH3:1][S:2](=[O:3])(=[O:4])[CH:5]1[CH:6]([NH:10][C:11]([c:12]2[cH:13][cH:14][cH:15][cH:16][cH:17]2)([c:18]2[cH:19][cH:20][cH:21][cH:22][cH:23]2)[c:24]2[cH:25][cH:26][cH:27][cH:28][cH:29]2)[C:7](=[O:9])[NH:8]1.[CH3:48][CH2:49][O:50][C:51](=[O:52])[CH3:53].[F-:30].[O:54]=[CH:55][N:56]([CH3:57])[CH3:58]>>[CH:5]1([F:30])[CH:6]([NH:10][C:11]([c:12]2[cH:13][cH:14][cH:15][cH:16][cH:17]2)([c:18]2[cH:19][cH:20][cH:21][cH:22][cH:23]2)[c:24]2[cH:25][cH:26][cH:27][cH:28][cH:29]2)[C:7](=[O:9])[NH:8]1.